From a dataset of the Open Reaction Database (ORD), a public repository of structured organic reaction records. describe an organic reaction: reactants, conditions, products, and yield Run at temperature 25 celsius, time 2 hour. Reaction SMILES: NCc1ccc(F)cc1.O=C(O)Cc1ccc2c(c1)C(=O)c1ccccc1CO2.C1CCC(CC1)N=C=NC2CCCCC2.CN(C)C=O>>O=C(Cc1ccc2c(c1)C(=O)c1ccccc1CO2)NCc1ccc(F)cc1. The yield is 9.8%. The product is O=C(Cc1ccc2c(c1)C(=O)c1ccccc1CO2)NCc1ccc(F)cc1. Reagents/catalysts: C1CCC(CC1)N=C=NC2CCCCC2 (DCC). Starting materials: O=C(O)Cc1ccc2c(c1)C(=O)c1ccccc1CO2, NCc1ccc(F)cc1. Solvent: CN(C)C=O (DMF), CN(C)C=O (DMF), CN(C)C=O (DMF), CN(C)C=O (DMF), CN(C)C=O (DMF), CN(C)C=O (DMF). The reactants are CCCCCCCCBr, CN(C)C=O, [K+], O, N#C[S-]. Product: CCCCCCCCSC#N. RXN SMILES: [Br:5][CH2:6][CH2:7][CH2:8][CH2:9][CH2:10][CH2:11][CH2:12][CH3:13].[CH3:15][N:16]([CH3:17])[CH:18]=[O:19].[K+:1].[OH2:14].[S-:2][C:3]#[N:4]>>[S:2]([C:3]#[N:4])[CH2:6][CH2:7][CH2:8][CH2:9][CH2:10][CH2:11][CH2:12][CH3:13]. The yield is 82.0%. Reactants: N([C@@H](CC1=CNC2=CC=CC=C12)C(=O)NCCCCNC(=O)OC(C)(C)C)C(=O)OCC1=CC=CC=C1 (Z-Trp-NH(CH2)4NHBoc). Reported procedure: Same procedure as above with Z-Trp-NH(CH2)4NHBoc (1.16 g, 2.28 mmol), 10% Pd/C (242 mg) in MeOH/DMF (10 mL, 1/1). After purification by flash chromatography on silica gel (4-25% MeOH/CH2Cl2), Trp-NH(CH2)4NHBoc was isolated as a white foam (701 mg, 82%). 1H NMR (300 MHz, CDCl3) δ 1.39 (m, 4H, 2 CH2), 1.46 (s, 9H, (CH3)3), 3-3.35 (m, 6H, CH2 Trp, 2 CH2N), 3.7 (m, 1H, CHα), 4.71 (m, 1H, NHBoc), 7.05 (d, J=2 Hz, 1 aromatic H), 7.1 (t, J=7.7 Hz, 1 aromatic H), 7.2 (m, 2H, 1 aromatic H, NH amide), 7.3... Product: N[C@@H](CC1=CNC2=CC=CC=C12)C(=O)NCCCCNC(=O)OC(C)(C)C (Trp-NH(CH2)4NHBoc), foam. Solvent: CO.CN(C)C=O (MeOH DMF). As a reaction SMILES: [NH:1](C(OCC1C=CC=CC=1)=O)[C@H:2]([C:13]([NH:15][CH2:16][CH2:17][CH2:18][CH2:19][NH:20][C:21]([O:23][C:24]([CH3:27])([CH3:26])[CH3:25])=[O:22])=[O:14])[CH2:3][C:4]1[C:12]2[C:7](=[CH:8][CH:9]=[CH:10][CH:11]=2)[NH:6][CH:5]=1>CO.CN(C=O)C.[Pd]>[NH2:1][C@H:2]([C:13]([NH:15][CH2:16][CH2:17][CH2:18][CH2:19][NH:20][C:21]([O:23][C:24]([CH3:27])([CH3:26])[CH3:25])=[O:22])=[O:14])[CH2:3][C:4]1[C:12]2[C:7](=[CH:8][CH:9]=[CH:10][CH:11]=2)[NH:6][CH:5]=1 |f:1.2|. Reagents/catalysts: [Pd] (Pd/C). The reactants are O=C(O)CCBr, CN(C)C(OC(C)(C)C)OC(C)(C)C, Cc1ccccc1. Yields the product CC(C)(C)OC(=O)CCBr. Reaction SMILES: [Br:15][CH2:16][CH2:17][C:18]([OH:19])=[O:20].[C:1]([O:5][CH:6]([N:2]([CH3:3])[CH3:4])[O:10][C:11]([CH3:12])([CH3:13])[CH3:14])([CH3:7])([CH3:8])[CH3:9].[CH3:21][c:22]1[cH:23][cH:24][cH:25][cH:26][cH:27]1>>[O:5]=[C:6]([O:10][C:11]([CH3:12])([CH3:13])[CH3:14])[CH2:17][CH2:16][Br:15]. Starting materials: COC(C1=C(C=C(C=C1)NC(=O)[C@H]1[C@@H]([C@@]2([C@@H](N1)CC(C)(C)C)C(NC1=CC(=CC=C12)Cl)=O)C1=C(C(=CC=C1)Cl)F)OC)=O (rac-4-{[(2′S,3′R,4′S,5′R)-6-chloro-4′-(3-chloro-2-fluoro-phenyl)-2′-(2,2-dimethyl-propyl)-2-oxo-1,2-dihydro-spiro[indole-3,3′-pyrrolidine]-5′-carbonyl]amino}-2-methoxy-benzoic acid methyl ester), [OH-].[Na+] (NaOH). Solvent: CO (methanol), O1CCCC1 (tetrahydrofuran). Product: ClC1=CC=C2C(=C1)NC([C@@]21[C@@H](N[C@H]([C@@H]1C1=C(C(=CC=C1)Cl)F)C(=O)NC1=CC(=C(C(=O)O)C=C1)OC)CC(C)(C)C)=O (rac-4-{[(2′S,3′R,4′S,5′R)-6-chloro-4′-(3-chloro-2-fluoro-phenyl)-2′-(2,2-dimethyl-propyl)-2-oxo-1,2-dihydro-spiro[indole-3,3′-pyrrolidine]-5′-carbonyl]-amino}-2-methoxy-benzoic acid), solid. Isolated yield 77.0%. RXN SMILES: C[O:2][C:3](=[O:43])[C:4]1[CH:9]=[CH:8][C:7]([NH:10][C:11]([C@@H:13]2[NH:17][C@@H:16]([CH2:18][C:19]([CH3:22])([CH3:21])[CH3:20])[C@:15]3([C:30]4[C:25](=[CH:26][C:27]([Cl:31])=[CH:28][CH:29]=4)[NH:24][C:23]3=[O:32])[C@H:14]2[C:33]2[CH:38]=[CH:37][CH:36]=[C:35]([Cl:39])[C:34]=2[F:40])=[O:12])=[CH:6][C:5]=1[O:41][CH3:42].[OH-].[Na+]>CO.O1CCCC1>[Cl:31][C:27]1[CH:26]=[C:25]2[NH:24][C:23](=[O:32])[C@:15]3([C@@H:14]([C:33]4[CH:38]=[CH:37][CH:36]=[C:35]([Cl:39])[C:34]=4[F:40])[C@H:13]([C:11]([NH:10][C:7]4[CH:8]=[CH:9][C:4]([C:3]([OH:43])=[O:2])=[C:5]([O:41][CH3:42])[CH:6]=4)=[O:12])[NH:17][C@H:16]3[CH2:18][C:19]([CH3:21])([CH3:20])[CH3:22])[C:30]2=[CH:29][CH:28]=1 |f:1.2|. Procedure details: In a manner similar to the method described in Example 6, rac-4-{[(2′S,3′R,4′S,5′R)-6-chloro-4′-(3-chloro-2-fluoro-phenyl)-2′-(2,2-dimethyl-propyl)-2-oxo-1,2-dihydro-spiro[indole-3,3′-pyrrolidine]-5′-carbonyl]amino}-2-methoxy-benzoic acid methyl ester prepared in Example 15 (0.1 g, 0.16 mmol), was heated with aqueous NaOH in methanol and tetrahydrofuran at 78° C. to give rac-4-{[(2′S,3′R,4′S,5′R)-6-chloro-4′-(3-chloro-2-fluoro-phenyl)-2′-(2,2-dimethyl-propyl)-2-oxo-1,2-dihydro-spiro[indole-3,3′-...